Dataset: the Open Reaction Database (ORD), a public repository of structured organic reaction records. Task: describe an organic reaction: reactants, conditions, products, and yield Reaction SMILES: [CH2:52]1[O:53][CH2:54][CH2:55][CH2:56]1.[CH3:29][S:30]([OH:31])(=[O:32])=[O:33].[CH3:43][N:44]([c:45]1[cH:46][cH:47][n:48][cH:49][cH:50]1)[CH3:51].[CH:34]([N:35]([CH2:36][CH3:37])[CH:38]([CH3:39])[CH3:40])([CH3:41])[CH3:42].[NH2:1][CH2:2][c:3]1[c:4]([NH:19][CH:20]([CH3:21])[c:22]2[cH:23][cH:24][c:25]([F:28])[cH:26][cH:27]2)[n:5][c:6]([NH:10][c:11]2[n:12][nH:13][c:14]([CH:16]3[CH2:17][CH2:18]3)[cH:15]2)[c:7]([F:9])[cH:8]1>>[NH:1]([CH2:2][c:3]1[c:4]([NH:19][CH:20]([CH3:21])[c:22]2[cH:23][cH:24][c:25]([F:28])[cH:26][cH:27]2)[n:5][c:6]([NH:10][c:11]2[n:12][nH:13][c:14]([CH:16]3[CH2:17][CH2:18]3)[cH:15]2)[c:7]([F:9])[cH:8]1)[S:30]([CH3:29])(=[O:31])=[O:32]. Yields the product CC(Nc1nc(Nc2cc(C3CC3)[nH]n2)c(F)cc1CNS(C)(=O)=O)c1ccc(F)cc1. The reactants are C1CCOC1, CS(=O)(=O)O, CN(C)c1ccncc1, CCN(C(C)C)C(C)C, CC(Nc1nc(Nc2cc(C3CC3)[nH]n2)c(F)cc1CN)c1ccc(F)cc1. Product: CCOc1ccccc1C1(N)C(=O)Nc2ccc(OC)cc21. Reaction SMILES: [CH3:27][CH2:28][OH:29].[Cl:1][C:2]1([c:14]2[c:15]([O:20][CH2:21][CH3:22])[cH:16][cH:17][cH:18][cH:19]2)[C:3](=[O:13])[NH:4][c:5]2[cH:6][cH:7][c:8]([O:11][CH3:12])[cH:9][c:10]21.[Cl:24][CH2:25][Cl:26].[NH3:23]>>[C:2]1([c:14]2[c:15]([O:20][CH2:21][CH3:22])[cH:16][cH:17][cH:18][cH:19]2)([NH2:23])[C:3](=[O:13])[NH:4][c:5]2[cH:6][cH:7][c:8]([O:11][CH3:12])[cH:9][c:10]21. The reactants are CCO, CCOc1ccccc1C1(Cl)C(=O)Nc2ccc(OC)cc21, ClCCl, N. The reactants are C=O, CC(=O)O, COc1cccc(C(=O)NC(=O)NC2CCNCC2)c1, N, O, c1ccc2[nH]ccc2c1. Product: COc1cccc(C(=O)NC(=O)NC2CCN(Cc3c[nH]c4ccccc34)CC2)c1. RXN SMILES: [CH2:1]=[O:2].[CH3:33][C:34](=[O:35])[OH:36].[CH3:3][O:4][c:5]1[cH:6][c:7]([C:8](=[O:9])[NH:10][C:11](=[O:12])[NH:13][CH:14]2[CH2:15][CH2:16][NH:17][CH2:18][CH2:19]2)[cH:20][cH:21][cH:22]1.[NH3:32].[OH2:37].[nH:23]1[cH:24][cH:25][c:26]2[cH:27][cH:28][cH:29][cH:30][c:31]12>>[CH2:1]([N:17]1[CH2:16][CH2:15][CH:14]([NH:13][C:11]([NH:10][C:8]([c:7]2[cH:6][c:5]([O:4][CH3:3])[cH:22][cH:21][cH:20]2)=[O:9])=[O:12])[CH2:19][CH2:18]1)[c:25]1[cH:24][nH:23][c:31]2[c:26]1[cH:27][cH:28][cH:29][cH:30]2. The reactants are [OH-].[Na+] (sodium hydroxide), ClCCN(C)C (chloroethyldimethylamine), BrC1=CC=C(C=C1)S (4-bromothiophenol), [OH-].[Na+] (sodium hydroxide), Cl (HCl), [OH-].[Na+] (sodium hydroxide). The solvent is C(C)O (ethanol), C(C)O (ethanol), C(C)O (ethanol). Conditions: time 2 minute. The product is CN(C)CCSC1=CC=C(C=C1)Br (4-(N,N-dimethylaminoethylthio)-bromobenzene). Isolated yield 86.0%. Reaction SMILES: Cl[CH2:2][CH2:3][N:4]([CH3:6])[CH3:5].Cl.[OH-].[Na+].[Br:10][C:11]1[CH:16]=[CH:15][C:14]([SH:17])=[CH:13][CH:12]=1>C(O)C>[CH3:5][N:4]([CH2:3][CH2:2][S:17][C:14]1[CH:15]=[CH:16][C:11]([Br:10])=[CH:12][CH:13]=1)[CH3:6] |f:2.3|. Procedure: A solution of 23.5 g of chloroethyldimethylamine.HCl in 75 ml of ethanol was added to 160 ml of sodium hydroxide solution formed by dissolving 20 g of sodium hydroxide pastilles in 500 ml of ethanol. A solution of 30 g of 4-bromothiophenol in 100 ml of ethanol was added to 160 ml of the said sodium hydroxide solution and the first solution was added thereto over 2 minutes at 20° C. The mixture was refluxed for 3 hours and was evaporated to dryness. Water was added to the residue and the mixture ... Reactants: ClC1=CC(=NC(=C1)N1CCOCC1)CCCO (3-(4-Chloro-6-morpholin-4-yl-pyrid-2-yl)-propan-1-ol), NN (hydrazine). Run in O1CCOCC1 (dioxane). Product: N(N)C1=CC(=NC(=C1)N1CCOCC1)CCCO (3-(4-hydrazino-6-morpholin-4-yl-pyrid-2-yl)-propan-1-ol). The yield is 87.6%. As a reaction SMILES: Cl[C:2]1[CH:7]=[C:6]([N:8]2[CH2:13][CH2:12][O:11][CH2:10][CH2:9]2)[N:5]=[C:4]([CH2:14][CH2:15][CH2:16][OH:17])[CH:3]=1.[NH2:18][NH2:19]>O1CCOCC1>[NH:18]([C:2]1[CH:7]=[C:6]([N:8]2[CH2:13][CH2:12][O:11][CH2:10][CH2:9]2)[N:5]=[C:4]([CH2:14][CH2:15][CH2:16][OH:17])[CH:3]=1)[NH2:19]. Procedure: 3-(4-Chloro-6-morpholin-4-yl-pyrid-2-yl)-propan-1-ol (19.4 mmol) is dissolved in dioxane (30 mL). To the reaction mixture is added anhydrous hydrazine (10 mL, 300 mmol). The reaction is then heated at reflux for five hours. The solvent is removed under reduced pressure, and the crude solid is dissolved in a mixture of dichloromethane (800 mL) and 10% potassium carbonate (40 mL). The organic layer is isolated, dried with sodium sulfate, and evaporated to yield crude 3-(4-hydrazino-6-morpholin-4-y... Starting materials: ClC(Cl)Cl, CCS(=O)(=O)N1CCN(c2cnc(N)c(C(=O)O)n2)CC1, CN(C)C=O, O=S(Cl)Cl. The product is CCS(=O)(=O)N1CCN(c2cnc(N)c(C(=O)Cl)n2)CC1. As a reaction SMILES: [CH:26]([Cl:27])([Cl:28])[Cl:29].[NH2:5][c:6]1[c:7]([C:23](=[O:24])[OH:25])[n:8][c:9]([N:12]2[CH2:13][CH2:14][N:15]([S:18](=[O:19])(=[O:20])[CH2:21][CH3:22])[CH2:16][CH2:17]2)[cH:10][n:11]1.[O:30]=[CH:31][N:32]([CH3:33])[CH3:34].[S:1]([Cl:2])([Cl:3])=[O:4]>>[Cl:3][C:23]([c:7]1[c:6]([NH2:5])[n:11][cH:10][c:9]([N:12]2[CH2:13][CH2:14][N:15]([S:18](=[O:19])(=[O:20])[CH2:21][CH3:22])[CH2:16][CH2:17]2)[n:8]1)=[O:25].